The task is: describe an organic reaction: reactants, conditions, products, and yield. This data is from the Open Reaction Database (ORD), a public repository of structured organic reaction records. The reactants are FC1=CC=C(OC=2C=C(C(=O)O)C=C(C2)O[C@H](COC)C)C=C1 (3-(4-fluoro-phenoxy)-5-((S)-2-methoxy-1-methyl-ethoxy)-benzoic acid), C(C)OC(CCSCC=1N=C(SC1)N)=O (3-(2-amino-thiazol-4-ylmethylsulfanyl)-propionic acid ethyl ester). The product is C(C)OC(CCSCC=1N=C(SC1)NC(C1=CC(=CC(=C1)O[C@H](COC)C)OC1=CC=C(C=C1)F)=O)=O (3-{2-[3-(4-Fluoro-phenoxy)-5-((S)-2-methoxy-1-methyl-ethoxy)-benzoylamino]-thiazol-4-ylmethylsulfanyl}-propionic acid ethyl ester). RXN SMILES: [F:1][C:2]1[CH:23]=[CH:22][C:5]([O:6][C:7]2[CH:8]=[C:9]([CH:13]=[C:14]([O:16][C@@H:17]([CH3:21])[CH2:18][O:19][CH3:20])[CH:15]=2)[C:10]([OH:12])=O)=[CH:4][CH:3]=1.[CH2:24]([O:26][C:27](=[O:38])[CH2:28][CH2:29][S:30][CH2:31][C:32]1[N:33]=[C:34]([NH2:37])[S:35][CH:36]=1)[CH3:25]>>[CH2:24]([O:26][C:27](=[O:38])[CH2:28][CH2:29][S:30][CH2:31][C:32]1[N:33]=[C:34]([NH:37][C:10](=[O:12])[C:9]2[CH:13]=[C:14]([O:16][C@@H:17]([CH3:21])[CH2:18][O:19][CH3:20])[CH:15]=[C:7]([O:6][C:5]3[CH:4]=[CH:3][C:2]([F:1])=[CH:23][CH:22]=3)[CH:8]=2)[S:35][CH:36]=1)[CH3:25]. Reported procedure: 3-{2-[3-(4-Fluoro-phenoxy)-5-((S)-2-methoxy-1-methyl-ethoxy)-benzoylamino]-thiazol-4-ylmethylsulfanyl}-propionic acid ethyl ester was prepared from 3-(4-fluoro-phenoxy)-5-((S)-2-methoxy-1-methyl-ethoxy)-benzoic acid and 3-(2-amino-thiazol-4-ylmethylsulfanyl)-propionic acid ethyl ester following general procedure A. Reaction conditions: time 8 hour. As a reaction SMILES: [Cl:1][C:2]1[C:3](=[O:19])[NH:4][N:5]=[C:6]([O:9][CH2:10][CH2:11][CH2:12][CH2:13][CH2:14][C:15]([O:17][CH3:18])=[O:16])[C:7]=1Cl.[CH3:20][O:21][C:22]1[CH:23]=[C:24]([CH:27]=[CH:28][C:29]=1[O:30][CH3:31])[CH2:25][NH2:26].O1CCOCC1>O>[Cl:1][C:2]1[C:3](=[O:19])[NH:4][N:5]=[C:6]([O:9][CH2:10][CH2:11][CH2:12][CH2:13][CH2:14][C:15]([O:17][CH3:18])=[O:16])[C:7]=1[NH:26][CH2:25][C:24]1[CH:27]=[CH:28][C:29]([O:30][CH3:31])=[C:22]([O:21][CH3:20])[CH:23]=1. Starting materials: ClC=1C(NN=C(C1Cl)OCCCCCC(=O)OC)=O (4,5-dichloro-6-(5-methoxycarbonylpentyloxy)-3(2H)-pyridazinone), COC=1C=C(CN)C=CC1OC (3,4-dimethoxybenzylamine), O1CCOCC1 (1,4-dioxane). The product is ClC=1C(NN=C(C1NCC1=CC(=C(C=C1)OC)OC)OCCCCCC(=O)OC)=O (4-Chloro-5-(3,4-dimethoxybenzylamino)-6-(5-methoxycarbonylpentyloxy)-3(2H)-pyridazinone). Run in O (water). Reported procedure: A mixture comprising 4.13 g of 4,5-dichloro-6-(5-methoxycarbonylpentyloxy)-3(2H)-pyridazinone, 6.70 g of 3,4-dimethoxybenzylamine, 130 ml of 1,4-dioxane and 130 ml of water, was refluxed with stirring overnight. The solvent was evaporated under reduced pressure, and water was poured to the residue, whereupon the product was extracted with chloroform. The extract was washed with dilute hydrochloric acid, water and brine in order, and was dried over sodium sulfate. Thereafter, the solvent was dist... Reactants: C1CCOC1, O=C(Cl)Oc1ccccc1, CC(CF)(CF)c1cc(N)n(-c2ccccc2)n1, [K+], [K+], O=C([O-])[O-]. Yields the product CC(CF)(CF)c1cc(NC(=O)Oc2ccccc2)n(-c2ccccc2)n1. As a reaction SMILES: [CH2:35]1[O:36][CH2:37][CH2:38][CH2:39]1.[Cl:25][C:26](=[O:27])[O:28][c:29]1[cH:30][cH:31][cH:32][cH:33][cH:34]1.[F:1][CH2:2][C:3]([CH2:4][F:5])([CH3:6])[c:7]1[n:8][n:9](-[c:13]2[cH:14][cH:15][cH:16][cH:17][cH:18]2)[c:10]([NH2:12])[cH:11]1.[K+:19].[K+:20].[O-:21][C:22]([O-:23])=[O:24]>>[F:1][CH2:2][C:3]([CH2:4][F:5])([CH3:6])[c:7]1[n:8][n:9](-[c:13]2[cH:14][cH:15][cH:16][cH:17][cH:18]2)[c:10]([NH:12][C:26](=[O:27])[O:28][c:29]2[cH:30][cH:31][cH:32][cH:33][cH:34]2)[cH:11]1. Reactants: C1COCCO1, CCN(C(C)C)C(C)C, O=[N+]([O-])c1ccc(Cl)nc1, O=S(=O)(c1cccc(Cl)c1)C1CCNCC1. The product is O=[N+]([O-])c1ccc(N2CCC(S(=O)(=O)c3cccc(Cl)c3)CC2)nc1. Reaction SMILES: [CH2:36]1[O:37][CH2:38][CH2:39][O:40][CH2:41]1.[CH:27]([N:28]([CH2:29][CH3:30])[CH:31]([CH3:32])[CH3:33])([CH3:34])[CH3:35].[Cl:17][c:18]1[n:19][cH:20][c:21]([N+:24](=[O:25])[O-:26])[cH:22][cH:23]1.[Cl:1][c:2]1[cH:3][c:4]([S:8](=[O:9])(=[O:10])[CH:11]2[CH2:12][CH2:13][NH:14][CH2:15][CH2:16]2)[cH:5][cH:6][cH:7]1>>[Cl:1][c:2]1[cH:3][c:4]([S:8](=[O:9])(=[O:10])[CH:11]2[CH2:12][CH2:13][N:14]([c:18]3[n:19][cH:20][c:21]([N+:24](=[O:25])[O-:26])[cH:22][cH:23]3)[CH2:15][CH2:16]2)[cH:5][cH:6][cH:7]1. Starting materials: CC#N, CC(C)(Sc1ccc(Cl)nn1)C(O)(Cn1cncn1)c1ccc(F)cc1F, c1nc[nH]n1. The product is CC(C)(Sc1ccc(-n2cncn2)nn1)C(O)(Cn1cncn1)c1ccc(F)cc1F. RXN SMILES: [CH3:33][C:34]#[N:35].[Cl:1][c:2]1[cH:3][cH:4][c:5]([S:8][C:9]([C:10]([CH2:11][n:12]2[n:13][cH:14][n:15][cH:16]2)([OH:17])[c:18]2[c:19]([F:25])[cH:20][c:21]([F:24])[cH:22][cH:23]2)([CH3:26])[CH3:27])[n:6][n:7]1.[nH:28]1[n:29][cH:30][n:31][cH:32]1>>[c:2]1(-[n:28]2[n:29][cH:30][n:31][cH:32]2)[cH:3][cH:4][c:5]([S:8][C:9]([C:10]([CH2:11][n:12]2[n:13][cH:14][n:15][cH:16]2)([OH:17])[c:18]2[c:19]([F:25])[cH:20][c:21]([F:24])[cH:22][cH:23]2)([CH3:26])[CH3:27])[n:6][n:7]1. The reactants are C1(=CC=CC=C1)C1NC=2C=CC=C3C2C1CCC3=O (2-phenyl-1,2,2a,3,4,5-hexahydrobenz[cd]indol-5-one), aqueous solution, [OH-].[Na+] (sodium hydroxide), C1(=C(C(=O)C(=O)C(=C1Cl)Cl)Cl)Cl (o-chloranil). Solvent: O1CCCC1 (tetrahydrofuran). Run at time 30 minute. Yields the product C1(=CC=CC=C1)C=1NC=2C=CC=C3C2C1CCC3=O (2-phenyl-1,3,4,5-tetrahydrobenz[cd]indol-5-one). Isolated yield 70.3%. Reaction SMILES: [C:1]1([CH:7]2[CH:15]3[CH2:16][CH2:17][C:18](=[O:19])[C:13]4[C:14]3=[C:9]([CH:10]=[CH:11][CH:12]=4)[NH:8]2)[CH:6]=[CH:5][CH:4]=[CH:3][CH:2]=1.C1(Cl)C(Cl)=C(Cl)C(=O)C(=O)C=1Cl.[OH-].[Na+]>O1CCCC1>[C:1]1([C:7]2[NH:8][C:9]3[CH:10]=[CH:11][CH:12]=[C:13]4[C:18](=[O:19])[CH2:17][CH2:16][C:15]=2[C:14]=34)[CH:2]=[CH:3][CH:4]=[CH:5][CH:6]=1 |f:2.3|. Reported procedure: A portion (3.3 g) of the compound obtained in Example 22 was dissolved in anhydrous tetrahydrofuran (THF; 400 ml) and to the solution was added o-chloranil (3.6 g). The resulting mixture was stirred for 30 minutes at room temperature. After adding 1N aqueous solution of sodium hydroxide, the reaction mixture was extracted twice with ethyl acetate. The organic layers were combined, washed twice with 1N aqueous solution of sodium hydroxide and once with saturated aqueous solution of sodium chlorid... Reactants: [F-].C(CCC)[N+](CCCC)(CCCC)CCCC (tetrabutylammonium fluoride), O (water), C(C)OC(C(CC(C)(C)C1=CC=C(C=2OCOC21)Br)=O)=O (4-(7-bromo-1,3-benzodioxol-4-yl)-4-methyl-2-oxo-valeric acid-ethyl ester), FC(F)(F)[Si](C)(C)C (trifluoromethyl-trimethylsilane), [F-].C(CCC)[N+](CCCC)(CCCC)CCCC (tetrabutylammonium fluoride). Solvent: C1CCOC1 (THF). Reaction conditions: temperature -0 celsius, time 2 hour. The product is C(C)OC(C(CC(C)(C)C1=CC=C(C=2OCOC21)Br)(C(F)(F)F)O)=O (4-(7-bromo-1,3-benzodioxol-4-yl)-2-hydroxy-4-methyl-2-trifluoromethyl-valeric acid-ethyl ester). Reaction SMILES: [CH2:1]([O:3][C:4](=[O:21])[C:5](=[O:20])[CH2:6][C:7]([C:10]1[C:18]2[O:17][CH2:16][O:15][C:14]=2[C:13]([Br:19])=[CH:12][CH:11]=1)([CH3:9])[CH3:8])[CH3:2].[F:22][C:23]([Si](C)(C)C)([F:25])[F:24].[F-].C([N+](CCCC)(CCCC)CCCC)CCC.O>C1COCC1>[CH2:1]([O:3][C:4](=[O:21])[C:5]([OH:20])([C:23]([F:25])([F:24])[F:22])[CH2:6][C:7]([C:10]1[C:18]2[O:17][CH2:16][O:15][C:14]=2[C:13]([Br:19])=[CH:12][CH:11]=1)([CH3:9])[CH3:8])[CH3:2] |f:2.3|. Reported procedure: 300 mg of 4-(7-bromo-1,3-benzodioxol-4-yl)-4-methyl-2-oxo-valeric acid and 0.1 ml of sulfuric acid (96%) in 5 ml of ethanol are heated for 4 hours to 70° C. Then, the batch is concentrated by evaporation in a vacuum and added to water. It is extracted with ethyl acetate, washed with brine, dried and concentrated by evaporation in a vacuum. 272 mg of 4-(7-bromo-1,3-benzodioxol-4-yl)-4-methyl-2-oxo-valeric acid-ethyl ester is obtained as a yellow oil. This ester and 0.32 ml of trifluoromethyl-trim...